This data is from the Open Reaction Database (ORD), a public repository of structured organic reaction records. The task is: describe an organic reaction: reactants, conditions, products, and yield Starting materials: CCCC[Sn](CCCC)(CCCC)c1cc(C)no1, COCCOC, Cc1c(I)cc(C(=O)NCc2ccc(S(C)(=O)=O)cc2)c(=O)n1-c1cccc(C(F)(F)F)c1, c1ccc(P(c2ccccc2)(c2ccccc2)[Pd](P(c2ccccc2)(c2ccccc2)c2ccccc2)(P(c2ccccc2)(c2ccccc2)c2ccccc2)P(c2ccccc2)(c2ccccc2)c2ccccc2)cc1. Product: Cc1cc(-c2cc(C(=O)NCc3ccc(S(C)(=O)=O)cc3)c(=O)n(-c3cccc(C(F)(F)F)c3)c2C)on1. As a reaction SMILES: [CH3:34][c:35]1[n:36][o:37][c:38]([Sn:40]([CH2:41][CH2:42][CH2:43][CH3:44])([CH2:45][CH2:46][CH2:47][CH3:48])[CH2:49][CH2:50][CH2:51][CH3:52])[cH:39]1.[CH3:53][O:54][CH2:55][CH2:56][O:57][CH3:58].[I:1][c:2]1[cH:3][c:4]([C:20](=[O:21])[NH:22][CH2:23][c:24]2[cH:25][cH:26][c:27]([S:30](=[O:31])(=[O:32])[CH3:33])[cH:28][cH:29]2)[c:5](=[O:19])[n:6](-[c:9]2[cH:10][c:11]([C:15]([F:16])([F:17])[F:18])[cH:12][cH:13][cH:14]2)[c:7]1[CH3:8].[cH:59]1[cH:60][cH:61][c:62]([P:63]([Pd:64]([P:65]([c:66]2[cH:67][cH:68][cH:69][cH:70][cH:71]2)([c:72]2[cH:73][cH:74][cH:75][cH:76][cH:77]2)[c:78]2[cH:79][cH:80][cH:81][cH:82][cH:83]2)([P:84]([c:85]2[cH:86][cH:87][cH:88][cH:89][cH:90]2)([c:91]2[cH:92][cH:93][cH:94][cH:95][cH:96]2)[c:97]2[cH:98][cH:99][cH:100][cH:101][cH:102]2)[P:103]([c:104]2[cH:105][cH:106][cH:107][cH:108][cH:109]2)([c:110]2[cH:111][cH:112][cH:113][cH:114][cH:115]2)[c:116]2[cH:117][cH:118][cH:119][cH:120][cH:121]2)([c:122]2[cH:123][cH:124][cH:125][cH:126][cH:127]2)[c:128]2[cH:129][cH:130][cH:131][cH:132][cH:133]2)[cH:134][cH:135]1>>[c:2]1(-[c:38]2[o:37][n:36][c:35]([CH3:34])[cH:39]2)[cH:3][c:4]([C:20](=[O:21])[NH:22][CH2:23][c:24]2[cH:25][cH:26][c:27]([S:30](=[O:31])(=[O:32])[CH3:33])[cH:28][cH:29]2)[c:5](=[O:19])[n:6](-[c:9]2[cH:10][c:11]([C:15]([F:16])([F:17])[F:18])[cH:12][cH:13][cH:14]2)[c:7]1[CH3:8].